Dataset: the Open Reaction Database (ORD), a public repository of structured organic reaction records. Task: describe an organic reaction: reactants, conditions, products, and yield The reactants are O=C([O-])[O-], CN(C)C=O, CCOC(C)=O, CN1CCCC(CCl)C1, Cl, [K+], [K+], N#Cc1cc2c(Oc3ccc(N)c(F)c3)ccnc2cc1O, O. The product is CN1CCCC(COc2cc3nccc(Oc4ccc(N)c(F)c4)c3cc2C#N)C1. As a reaction SMILES: [C:16](=[O:17])([O-:18])[O-:19].[CH3:1][N:2]([CH3:3])[CH:4]=[O:5].[CH3:44][CH2:45][O:46][C:47](=[O:48])[CH3:49].[Cl:7][CH2:8][CH:9]1[CH2:10][N:11]([CH3:15])[CH2:12][CH2:13][CH2:14]1.[ClH:6].[K+:20].[K+:21].[NH2:22][c:23]1[c:24]([F:43])[cH:25][c:26]([O:27][c:28]2[cH:29][cH:30][n:31][c:32]3[cH:33][c:34]([OH:40])[c:35]([C:38]#[N:39])[cH:36][c:37]23)[cH:41][cH:42]1.[OH2:50]>>[CH2:8]([CH:9]1[CH2:10][N:11]([CH3:15])[CH2:12][CH2:13][CH2:14]1)[O:40][c:34]1[cH:33][c:32]2[n:31][cH:30][cH:29][c:28]([O:27][c:26]3[cH:25][c:24]([F:43])[c:23]([NH2:22])[cH:42][cH:41]3)[c:37]2[cH:36][c:35]1[C:38]#[N:39]. Starting materials: [Se](=O)=O (Selenium dioxide), FC1=C(C=CC=C1F)[C@@H]1CC[C@H](C=2N(C1)C(=CN2)C)NC(OC(C)(C)C)=O (tert-butyl (6S,9R)-6-(2,3-difluorophenyl)-3-methyl-6,7,8,9-tetrahydro-5H-imidazo[1,2-a]azepin-9-ylcarbamate). Run in O1CCOCC1 (dioxane). Conditions: time 8 hour. Yields the product FC1=C(C=CC=C1F)[C@@H]1CC[C@H](C=2N(C1)C(=CN2)C=O)NC(OC(C)(C)C)=O (tert-Butyl (6S,9R)-6-(2,3-difluorophenyl)-3-formyl-6,7,8,9-tetrahydro-5H-imidazo[1,2-a]azepin-9-ylcarbamate). Yield: 83.6%. Reaction SMILES: [Se](=O)=[O:2].[F:4][C:5]1[C:10]([F:11])=[CH:9][CH:8]=[CH:7][C:6]=1[C@H:12]1[CH2:18][N:17]2[C:19]([CH3:22])=[CH:20][N:21]=[C:16]2[C@H:15]([NH:23][C:24](=[O:30])[O:25][C:26]([CH3:29])([CH3:28])[CH3:27])[CH2:14][CH2:13]1>O1CCOCC1>[F:4][C:5]1[C:10]([F:11])=[CH:9][CH:8]=[CH:7][C:6]=1[C@H:12]1[CH2:18][N:17]2[C:19]([CH:22]=[O:2])=[CH:20][N:21]=[C:16]2[C@H:15]([NH:23][C:24](=[O:30])[O:25][C:26]([CH3:27])([CH3:29])[CH3:28])[CH2:14][CH2:13]1. Procedure details: Selenium dioxide (1.73 g, 15.63 mmol) was added to a solution of tert-butyl (6S,9R)-6-(2,3-difluorophenyl)-3-methyl-6,7,8,9-tetrahydro-5H-imidazo[1,2-a]azepin-9-ylcarbamate (2.95 g, 7.82 mmol) in dioxane (200 mL) and the mixture heated to reflux. After 8 h, the reaction mixture was filtered and concentrated. Purification by silica gel chromatography (100% dichloromethane→40% ethyl acetate/dichloromethane) gave the title compound (2.56 g). MS 392.2 (M+1). 1H NMR (500 MHz, CDCl3) δ 9.69 (s, 1H), 7...